The task is: describe an organic reaction: reactants, conditions, products, and yield. This data is from the Open Reaction Database (ORD), a public repository of structured organic reaction records. The reactants are O=C[O-], [NH4+], O, OCc1c[nH]c(=S)n1C1CCc2c(F)cc(F)cc2C1. The product is O=CNCc1c[nH]c(=S)n1C1CCc2c(F)cc(F)cc2C1. As a reaction SMILES: [CH:21](=[O:22])[O-:23].[NH4+:24].[OH2:25].[OH:1][CH2:2][c:3]1[cH:4][nH:5][c:6](=[S:20])[n:7]1[CH:8]1[CH2:9][c:10]2[cH:11][c:12]([F:19])[cH:13][c:14]([F:18])[c:15]2[CH2:16][CH2:17]1>>[CH2:2]([c:3]1[cH:4][nH:5][c:6](=[S:20])[n:7]1[CH:8]1[CH2:9][c:10]2[cH:11][c:12]([F:19])[cH:13][c:14]([F:18])[c:15]2[CH2:16][CH2:17]1)[NH:24][CH:21]=[O:23]. Reactants: C(C1=CC=CC=C1)OC1=C2N(C(=NC1=O)CC1(CCCC1)C1=CC=C(C=C1)Cl)CCN(C2=O)C(C)C2=CC=CC=C2 (9-(benzyloxy)-6-((1-(4-chlorophenyl)cyclopentyl)methyl)-2-(1-phenylethyl)-3,4-dihydro-1H-pyrazino[1,2-c]pyrimidine-1,8(2H)-dione), Cl (HCl), C(=O)(O)[O-].[Na+] (NaHCO3). Run in CO (methanol). Run at temperature 70 celsius. The product is ClC1=CC=C(C=C1)C1(CCCC1)CC1=NC(C(=C2N1CCN(C2=O)C(C)C2=CC=CC=C2)O)=O (6-((1-(4-chlorophenyl)cyclopentyl)methyl)-9-hydroxy-2-(1-phenylethyl)-3,4-dihydro-1H-pyrazino[1,2-c]pyrimidine-1,8(2H)-dione). Yield: 79.9%. RXN SMILES: C([O:8][C:9]1[C:14](=[O:15])[N:13]=[C:12]([CH2:16][C:17]2([C:22]3[CH:27]=[CH:26][C:25]([Cl:28])=[CH:24][CH:23]=3)[CH2:21][CH2:20][CH2:19][CH2:18]2)[N:11]2[CH2:29][CH2:30][N:31]([CH:34]([C:36]3[CH:41]=[CH:40][CH:39]=[CH:38][CH:37]=3)[CH3:35])[C:32](=[O:33])[C:10]=12)C1C=CC=CC=1.Cl.C([O-])(O)=O.[Na+]>CO>[Cl:28][C:25]1[CH:26]=[CH:27][C:22]([C:17]2([CH2:16][C:12]3[N:11]4[CH2:29][CH2:30][N:31]([CH:34]([C:36]5[CH:37]=[CH:38][CH:39]=[CH:40][CH:41]=5)[CH3:35])[C:32](=[O:33])[C:10]4=[C:9]([OH:8])[C:14](=[O:15])[N:13]=3)[CH2:18][CH2:19][CH2:20][CH2:21]2)=[CH:23][CH:24]=1 |f:2.3|. Procedure details: To a stirred solution of 9-(benzyloxy)-6-((1-(4-chlorophenyl)cyclopentyl)methyl)-2-(1-phenylethyl)-3,4-dihydro-1H-pyrazino[1,2-c]pyrimidine-1,8(2H)-dione (37) (76 mg, 134 μmol, Eq: 1.00) in methanol (5 ml) was added HCl (conc) (195 mg, 163 μl, 5.35 mmol, Eq: 40) and the reaction mixture was heated at 70° C. for 48 hrs. The reaction mixture was neutralized with saturated aqueous NaHCO3 solution, extracted with dichloromethane, dried (MgSO4), concentrated, and chromatographed (silica gel, gradient...